Dataset: the Open Reaction Database (ORD), a public repository of structured organic reaction records. Task: describe an organic reaction: reactants, conditions, products, and yield Starting materials: O=C([O-])[O-], COc1ccc(N)cc1, CC#N, CC(Br)c1cnc(Cl)nc1Cl, [I-], [K+], [K+], [K+]. The product is COc1ccc(NC(C)c2cnc(Cl)nc2Cl)cc1. As a reaction SMILES: [C:21](=[O:22])([O-:23])[O-:24].[CH3:12][O:13][c:14]1[cH:15][cH:16][c:17]([NH2:20])[cH:18][cH:19]1.[CH3:29][C:30]#[N:31].[Cl:1][c:2]1[n:3][cH:4][c:5]([CH:9]([CH3:10])[Br:11])[c:6]([Cl:8])[n:7]1.[I-:28].[K+:25].[K+:26].[K+:27]>>[Cl:1][c:2]1[n:3][cH:4][c:5]([CH:9]([CH3:10])[NH:20][c:17]2[cH:16][cH:15][c:14]([O:13][CH3:12])[cH:19][cH:18]2)[c:6]([Cl:8])[n:7]1. Reactants: [Si](C)(C)(C(C)(C)C)OC1CCC(CC1)C(C(C(=O)O)(O)C1CCCC1)C(=O)O (4-((Tert-butyldimethylsilyl)oxy)cyclohexyl-2-cyclopentyl-2-hydroxysuccinic acid). Solvent: C(C)(=O)OC(C)=O (acetic anhydride). Reaction conditions: temperature 130 celsius, time 15 hour. Yields the product [Si](C)(C)(C(C)(C)C)O[C@H]1CC[C@H](CC1)C=1C(OC(C1C1CCCC1)=O)=O (3-(cis-4-((tert-Butyldimethylsilyl)oxy)cyclohexyl)-4-cyclopentylfuran-2,5-dione), compound. The yield is 37.0%. As a reaction SMILES: [Si:1]([O:8][CH:9]1[CH2:14][CH2:13][CH:12]([CH:15]([C:26](O)=[O:27])[C:16]([CH:21]2[CH2:25][CH2:24][CH2:23][CH2:22]2)(O)[C:17]([OH:19])=[O:18])[CH2:11][CH2:10]1)([C:4]([CH3:7])([CH3:6])[CH3:5])([CH3:3])[CH3:2]>C(OC(=O)C)(=O)C>[Si:1]([O:8][C@@H:9]1[CH2:10][CH2:11][C@H:12]([C:15]2[C:26](=[O:27])[O:19][C:17](=[O:18])[C:16]=2[CH:21]2[CH2:22][CH2:23][CH2:24][CH2:25]2)[CH2:13][CH2:14]1)([C:4]([CH3:7])([CH3:5])[CH3:6])([CH3:3])[CH3:2]. Reported procedure: 3-(4-((Tert-butyldimethylsilyl)oxy)cyclohexyl-2-cyclopentyl-2-hydroxysuccinic acid (190 mg, 0.46 mmol) was dissolved in acetic anhydride (7.0 ml), and the mixture was stirred at 130° C. for 15 hr. The mixture was allowed to cool, and excess acetic anhydride was concentrated under reduced pressure, and the residue was chromatographed on silica gel column (hexane:ethyl acetate=95:5) to give the title compound as a light yellow compound (65 mg, yield 37%). Reactants: CC=1C=C(CN(C(=O)C2=NC(=NC=C2C2=C(C=CC=C2)C)S(=O)(=O)C)C)C=C(C1)C (2-methanesulfonyl-5-o-tolyl-pyrimidine-4-carboxylic acid (3,5-dimethyl-benzyl)-methyl-amide), O1CCOCC1 (dioxane). Conditions: time 16 hour. Product: CC=1C=C(CN(C(=O)C2=NC(=NC=C2C2=C(C=CC=C2)C)N2CCN(CC2)C)C)C=C(C1)C (2-(4-methyl-piperazin-1-yl)-5-o-tolyl-pyrimidine-4-carboxylic acid (3,5-dimethyl-benzyl)-methyl-amide). The yield is 123.0%. As a reaction SMILES: [CH3:1][C:2]1[CH:3]=[C:4]([CH:27]=[C:28]([CH3:30])[CH:29]=1)[CH2:5][N:6]([CH3:26])[C:7]([C:9]1[C:14]([C:15]2[CH:20]=[CH:19][CH:18]=[CH:17][C:16]=2[CH3:21])=[CH:13][N:12]=[C:11](S(C)(=O)=O)[N:10]=1)=[O:8].O1[CH2:36][CH2:35]OCC1>>[CH3:1][C:2]1[CH:3]=[C:4]([CH:27]=[C:28]([CH3:30])[CH:29]=1)[CH2:5][N:6]([CH3:26])[C:7]([C:9]1[C:14]([C:15]2[CH:20]=[CH:19][CH:18]=[CH:17][C:16]=2[CH3:21])=[CH:13][N:12]=[C:11]([N:10]2[CH2:36][CH2:35][N:6]([CH3:5])[CH2:7][CH2:9]2)[N:10]=1)=[O:8]. Procedure: To a solution of 0.28 g (0.66 mmol) 2-methanesulfonyl-5-o-tolyl-pyrimidine-4-carboxylic acid (3,5-dimethyl-benzyl)-methyl-amide in 10 ml dioxane 0.18 ml (1.65 mmol) 1-methylpiperazine was added. The reaction mixture was stirred for 16 hrs. After evaporation of the solvent, the residue was distributed between 50 ml CH2Cl2 and 50 ml H2O. The aqueous layer was extracted with 50 ml CH2Cl2, the combined organic layers dried (MgSO4), filtered and evaporated. The residue was purified by chromatography ... Starting materials: ClC=1C=CC2=C(C=CC3=C(N=C(O3)C)C2=O)C1 (7-Chloro-2-methyl-4H-benzo[5,6]cyclohepta[1,2-d]oxazol-4-one), CN (methylamine). Run at temperature 40 celsius. Product: ClC=1C=CC2=C(C=CC3=C(N=C(N3C)C)C2=O)C1 (7-Chloro-1,2-dimethyl-4H-benzo[5,6]cyclohepta[1,2-d]imidazol-4-one). As a reaction SMILES: [Cl:1][C:2]1[CH:3]=[CH:4][C:5]2[C:15](=[O:16])[C:10]3[N:11]=[C:12]([CH3:14])O[C:9]=3[CH:8]=[CH:7][C:6]=2[CH:17]=1.[CH3:18][NH2:19]>>[Cl:1][C:2]1[CH:3]=[CH:4][C:5]2[C:15](=[O:16])[C:10]3[N:11]=[C:12]([CH3:14])[N:19]([CH3:18])[C:9]=3[CH:8]=[CH:7][C:6]=2[CH:17]=1. Procedure details: A mixture of the product from step (i) (3.33 g), and 40% w/v aqueous methylamine solution was heated at 40° C. for 4 h. The solid was filtered and washed with water then dried under vacuum to give the subtitled product as a cream powder. The reactants are CS(=O)(=O)c1ccc(C(CC2CCC(=O)CC2)C(=O)Nc2cnc(Br)cn2)cc1Cl, CO, Cl, NO, c1ccncc1. Product: CS(=O)(=O)c1ccc(C(CC2CCC(=NO)CC2)C(=O)Nc2cnc(Br)cn2)cc1Cl. Reaction SMILES: [Br:4][c:5]1[n:6][cH:7][c:8]([NH:11][C:12]([CH:13]([CH2:14][CH:15]2[CH2:16][CH2:17][C:18](=[O:21])[CH2:19][CH2:20]2)[c:22]2[cH:23][c:24]([Cl:32])[c:25]([S:28](=[O:29])(=[O:30])[CH3:31])[cH:26][cH:27]2)=[O:33])[n:9][cH:10]1.[CH3:34][OH:35].[ClH:1].[NH2:2][OH:3].[cH:36]1[cH:37][cH:38][n:39][cH:40][cH:41]1>>[N:2]([OH:3])=[C:18]1[CH2:17][CH2:16][CH:15]([CH2:14][CH:13]([C:12]([NH:11][c:8]2[cH:7][n:6][c:5]([Br:4])[cH:10][n:9]2)=[O:33])[c:22]2[cH:23][c:24]([Cl:32])[c:25]([S:28](=[O:29])(=[O:30])[CH3:31])[cH:26][cH:27]2)[CH2:20][CH2:19]1. Starting materials: C1(=CC=CC=C1)O (phenol), OC1=CC=C(C=C1)C1(CCC(CC1)O)C1=CC=C(C=C1)O (4,4-bis(4-hydroxyphenyl)cyclohexanol). The product is C1(=CC=C(C=C1)C1=CC=C(C=C1)O)O (4,4'-Biphenol). RXN SMILES: C1(O)C=CC=CC=1.[OH:8][C:9]1[CH:14]=[CH:13][C:12]([C:15]2(C3C=CC(O)=CC=3)[CH2:20][CH2:19][CH:18]([OH:21])[CH2:17][CH2:16]2)=[CH:11][CH:10]=1>>[C:9]1([OH:8])[CH:10]=[CH:11][C:12]([C:15]2[CH:20]=[CH:19][C:18]([OH:21])=[CH:17][CH:16]=2)=[CH:13][CH:14]=1. Reported procedure: The same reaction and post-treatment as described in Example 1 were carried out, except that 75.7 g (0.20 mole) of the phenol adduct of 4,4-bis(4-hydroxyphenyl)cyclohexanol was used in place of 56.9 g (0.20 mole) of 4,4-bis(4-hydroxyphenyl)cyclohexanol. 4,4'-Biphenol was obtained as white crystals in a yield of 33.8 g. The product had a purity of 98.1% based on liquid chromatography and a p-phenylphenol content of 1.2%. Reactants: CCOC(C)=O, CC(C)(O)C#N, Nc1ccccc1. The product is CC(C)(C#N)Nc1ccccc1. Reaction SMILES: [CH3:14][CH2:15][O:16][C:17](=[O:18])[CH3:19].[CH3:8][C:9]([C:10]#[N:11])([OH:12])[CH3:13].[NH2:1][c:2]1[cH:3][cH:4][cH:5][cH:6][cH:7]1>>[NH:1]([c:2]1[cH:3][cH:4][cH:5][cH:6][cH:7]1)[C:9]([CH3:8])([C:10]#[N:11])[CH3:13]. The reactants are Cl (HCl), O1CCOC12CCC(CC2)CO ((1,4-Dioxa-spiro[4.5]dec-8-yl)-methanol), [H-].[Na+] (NaH), C(C)I (EtI). The solvent is CC(=O)C (acetone), CN(C)C=O (DMF). Product: C(C)OCC1CCC(CC1)=O (4-Ethoxymethyl-cyclohexanone). As a reaction SMILES: [O:1]1[C:5]2([CH2:10][CH2:9][CH:8]([CH2:11][OH:12])[CH2:7][CH2:6]2)OCC1.[H-].[Na+].[CH2:15](I)[CH3:16].Cl>CN(C=O)C.CC(C)=O>[CH2:15]([O:12][CH2:11][CH:8]1[CH2:7][CH2:6][C:5](=[O:1])[CH2:10][CH2:9]1)[CH3:16] |f:1.2|. Reported procedure: (1,4-Dioxa-spiro[4.5]dec-8-yl)-methanol (from Example 33, 765 mg, 4.44 mmol) in DMF (3 mL) at 0° C. was treated with NaH (Aldrich, 60% in mineral oil, 355 mg, 8.88 mmol) followed by EtI (Aldrich, 0.7 mL, 8.88 mmol). The resulting solution was slowly warmed to room temperature for 2 hours and heated at 60° C. for additional 30 min. The solution was then partitioned between ethyl acetate and saturated NH4Cl. The combined organic layers were washed with brine, dried over anhydrous Na2SO4, filtered ...